From a dataset of the Open Reaction Database (ORD), a public repository of structured organic reaction records. describe an organic reaction: reactants, conditions, products, and yield Reactants: BrC1=CC=CC2=CC=CC=C12 (1-bromonaphthalene), solution, C(CCC)[Li] (n-butyllithium), C1CCOC1 (THF), CN1C(CCCC1)=O (N-methylpiperidone), C1CCOC1 (THF), [Cl-].[NH4+] (ammonium chloride). Run in CCCCCC (hexane). Run at time 30 minute. The product is OC1(CCN(CC1)C)C1=CC=CC2=CC=CC=C12 (4-Hydroxy-1-methyl-4-(1-Naphthyl)piperidine). Isolated yield 63.0%. As a reaction SMILES: Br[C:2]1[C:11]2[C:6](=[CH:7][CH:8]=[CH:9][CH:10]=2)[CH:5]=[CH:4][CH:3]=1.C([Li])CCC.[CH3:17][N:18]1[CH2:23][CH2:22][CH2:21][CH2:20][C:19]1=O.[Cl-].[NH4+].C1C[O:30]CC1>CCCCCC>[OH:30][C:21]1([C:2]2[C:11]3[C:6](=[CH:7][CH:8]=[CH:9][CH:10]=3)[CH:5]=[CH:4][CH:3]=2)[CH2:22][CH2:23][N:18]([CH3:17])[CH2:19][CH2:20]1 |f:3.4|. Procedure: To a solution of 1-bromonaphthalene (2.7 g, 13 mmol) in THF (40 mL) was added dropwise a 1.63 M solution of n-butyllithium (7.3 mL, 12 mmol) in hexane at −78° C. over 10 minutes. The reaction mixture was then stirred for 30 minutes and a solution of N-methylpiperidone (1.1 g, 10 mmol) in THF (2 mL) was added dropwise to the reaction mixture. After stirring the reaction mixture for 2 hours, a saturated aqueous ammonium chloride(10 mL) was added to the reaction mixture, and the mixture was extract... Reactants: CP(OC)(OC)=O (dimethyl methylphosphonate), C(CCC)[Li] (n-butyllithium), O1CCCC1 (tetrahydrofuran), O1CCCC1 (tetrahydrofuran), O(C1=CC=CC=C1)CC(=O)OCC (ethyl phenoxyacetate). Solvent: CCCCCC (n-hexane), C(C)(=O)O (acetic acid). Run at time 20 minute. Product: O=C(CP(OC)(OC)=O)COC1=CC=CC=C1 (Dimethyl 2-oxo-3-phenoxypropylphosphonate). As a reaction SMILES: [CH3:1][P:2](=[O:7])([O:5][CH3:6])[O:3][CH3:4].O1CCCC1.C([Li])CCC.[O:18]([CH2:25][C:26](OCC)=[O:27])[C:19]1[CH:24]=[CH:23][CH:22]=[CH:21][CH:20]=1>CCCCCC.C(O)(=O)C>[O:27]=[C:26]([CH2:25][O:18][C:19]1[CH:24]=[CH:23][CH:22]=[CH:21][CH:20]=1)[CH2:1][P:2](=[O:7])([O:5][CH3:6])[O:3][CH3:4]. Reported procedure: 40.1 g. of dimethyl methylphosphonate were dissolved in 200 ml. of anhydrous tetrahydrofuran, to which 154 ml. of a 2N n-butyllithium solution in n-hexane were added dropwise whilst maintaining the temperature from -60°C. to -70°C. After stirring for 20 minutes, 15 g. of ethyl phenoxyacetate in 80 ml. of tetrahydrofuran were added to the solution. The mixture was stirred at the same temperature for 2 hours and then at room temperature overnight. The reaction mixture was neutralized with acetic a... Reactants: C1(=CC=C(C=C1)S(=O)(=O)Cl)C (p-Toluenesulfonyl chloride), CS(=O)(=O)OC=1C=CC=2C3=C(C=NC2C1)N=C(N3CCOC3=CC=CC=C3)CC (2-Ethyl-1-(2-phenoxyethyl)-1H-imidazo[4,5-c]quinolin-7-yl methanesulfonate), [OH-].[NH4+] (Ammonium hydroxide), ClC=1C=C(C(=O)OO)C=CC1 (3-Chloroperoxybenzoic acid). Run in C(Cl)(Cl)Cl (chloroform). Conditions: time 25 minute. Yields the product CS(=O)(=O)OC=1C=CC=2C3=C(C(=NC2C1)N)N=C(N3CCOC3=CC=CC=C3)CC (4-amino-2-ethyl-1-(2-phenoxyethyl)-1H-imidazo[4,5-c]quinolin-7-yl methanesulfonate). As a reaction SMILES: [CH3:1][S:2]([O:5][C:6]1[CH:7]=[CH:8][C:9]2[C:10]3[N:18]([CH2:19][CH2:20][O:21][C:22]4[CH:27]=[CH:26][CH:25]=[CH:24][CH:23]=4)[C:17]([CH2:28][CH3:29])=[N:16][C:11]=3[CH:12]=[N:13][C:14]=2[CH:15]=1)(=[O:4])=[O:3].ClC1C=C(C=CC=1)C(OO)=O.[OH-].[NH4+:42].C1(C)C=CC(S(Cl)(=O)=O)=CC=1>C(Cl)(Cl)Cl>[CH3:1][S:2]([O:5][C:6]1[CH:7]=[CH:8][C:9]2[C:10]3[N:18]([CH2:19][CH2:20][O:21][C:22]4[CH:27]=[CH:26][CH:25]=[CH:24][CH:23]=4)[C:17]([CH2:28][CH3:29])=[N:16][C:11]=3[C:12]([NH2:42])=[N:13][C:14]=2[CH:15]=1)(=[O:3])=[O:4] |f:2.3|. Procedure: 2-Ethyl-1-(2-phenoxyethyl)-1H-imidazo[4,5-c]quinolin-7-yl methanesulfonate (0.625 g, 1.52 mmol) was dissolved in chloroform (15 mL). 3-Chloroperoxybenzoic acid (60% pure, 0.437 g, 1.52 mmol) was added in one portion, and the reaction was stirred for 25 minutes. Ammonium hydroxide (25 mL) was added. A precipitate formed, and the reaction was stirred until the precipitate dissolved. p-Toluenesulfonyl chloride (0.290 g, 1.52 mmol) was added in one portion, and the reaction mixture was stirred for a...